Dataset: the Open Reaction Database (ORD), a public repository of structured organic reaction records. Task: describe an organic reaction: reactants, conditions, products, and yield Starting materials: C[C@@H]1CC[C@@]2(CC[C@@]3(C(=CC[C@H]4[C@]3(CC[C@@H]5[C@@]4(C[C@H]([C@@H](C5(C)C)O)O)C)C)[C@@H]2[C@H]1C)C)C(=O)O (corosolic acid), IC (iodomethane), C([O-])([O-])=O.[K+].[K+] (potassium carbonate). Solvent: CC(=O)C (acetone). Run at time 16 hour. The product is C[C@@H]1CC[C@@]2(CC[C@@]3(C(=CC[C@H]4[C@]3(CC[C@@H]5[C@@]4(C[C@H]([C@@H](C5(C)C)O)O)C)C)[C@@H]2[C@H]1C)C)C(=O)OC (methyl corosolate). Yield: 80.5%. Reaction SMILES: [CH3:1][C@H:2]1[C@H:29]([CH3:30])[C@@H:28]2[C@@:5]([C:32]([OH:34])=[O:33])([CH2:6][CH2:7][C@@:8]3([CH3:31])[C@:13]4([CH3:27])[CH2:14][CH2:15][C@H:16]5[C:21]([CH3:23])([CH3:22])[C@@H:20]([OH:24])[C@H:19]([OH:25])[CH2:18][C@:17]5([CH3:26])[C@H:12]4[CH2:11][CH:10]=[C:9]32)[CH2:4][CH2:3]1.IC.[C:37](=O)([O-])[O-].[K+].[K+]>CC(C)=O>[CH3:1][C@H:2]1[C@H:29]([CH3:30])[C@@H:28]2[C@@:5]([C:32]([O:34][CH3:37])=[O:33])([CH2:6][CH2:7][C@@:8]3([CH3:31])[C@:13]4([CH3:27])[CH2:14][CH2:15][C@H:16]5[C:21]([CH3:23])([CH3:22])[C@@H:20]([OH:24])[C@H:19]([OH:25])[CH2:18][C@:17]5([CH3:26])[C@H:12]4[CH2:11][CH:10]=[C:9]32)[CH2:4][CH2:3]1 |f:2.3.4|. Procedure details: A mixture of corosolic acid (2.0 g, 4.34 mmol), iodomethane (1 mL, 16 mmol), potassium carbonate (4.5 g, 32.6 mmol) and acetone (60 mL) was stirred at rt for 16 h. After completion of the reaction, the solids were filtered off and the solvent was evaporated under reduced pressure. The residue was chromatographed over silica gel column using chloroform-methanol (10%) as eluent to furnish methyl corosolate (1.7 g, 83%), which was recrystallised from chloroform-hexane, m.p. 208-210° C.; IR (KBr): 3... The reactants are OC(COC=1C=C(C=CC1OC)C1CCC(N1)=O)CN1CCN(CC1)C1=CC=CC=C1 (5-{3-[2-hydroxy-3-(4-phenylpiperazin-1-yl)propoxy]-4-methoxyphenyl }-2-pyrrolidone). Solvent: C(C)O (ethanol). Product: O1C(COC=2C=C(C=CC2OC)C2CCC(N2)=O)C1 (5-[3-(2,3-epoxypropoxy)-4-methoxyphenyl]-2-pyrrolidone), C1(=CC=CC=C1)N1CCNCC1 (1-phenylpiperazine). The yield is 95.0%. As a reaction SMILES: [OH:1][CH:2]([CH2:19][N:20]1[CH2:25][CH2:24][N:23]([C:26]2[CH:31]=[CH:30][CH:29]=[CH:28][CH:27]=2)[CH2:22][CH2:21]1)[CH2:3][O:4][C:5]1[CH:6]=[C:7]([CH:13]2[NH:17][C:16](=[O:18])[CH2:15][CH2:14]2)[CH:8]=[CH:9][C:10]=1[O:11][CH3:12]>C(O)C>[O:1]1[CH2:19][CH:2]1[CH2:3][O:4][C:5]1[CH:6]=[C:7]([CH:13]2[NH:17][C:16](=[O:18])[CH2:15][CH2:14]2)[CH:8]=[CH:9][C:10]=1[O:11][CH3:12].[C:26]1([N:23]2[CH2:24][CH2:25][NH:20][CH2:21][CH2:22]2)[CH:31]=[CH:30][CH:29]=[CH:28][CH:27]=1. Procedure details: From 10 mmol of 5-[3-(2,3-epoxypropoxy)-4-methoxyphenyl]-2-pyrrolidone and 10 mmol of 1-phenylpiperazine (95% strength), 5-{3-[2-hydroxy-3-(4-phenylpiperazin-1-yl)propoxy]-4-methoxyphenyl }-2-pyrrolidone, m.p. 127°-131° (ethanol) is obtained in 52% yield, analogously to the process of Example 1.